Dataset: the Open Reaction Database (ORD), a public repository of structured organic reaction records. Task: describe an organic reaction: reactants, conditions, products, and yield Starting materials: CC(=O)Nc1ccc(F)cc1C(F)(F)F, O=[N+]([O-])O, O=S(=O)(O)O. Yields the product CC(=O)Nc1c([N+](=O)[O-])cc(F)cc1C(F)(F)F. RXN SMILES: [F:1][c:2]1[cH:3][c:4]([C:12]([F:13])([F:14])[F:15])[c:5]([NH:8][C:9]([CH3:10])=[O:11])[cH:6][cH:7]1.[OH:16][N+:17]([O-:18])=[O:19].[S:20](=[O:21])(=[O:22])([OH:23])[OH:24]>>[F:1][c:2]1[cH:3][c:4]([C:12]([F:13])([F:14])[F:15])[c:5]([NH:8][C:9]([CH3:10])=[O:11])[c:6]([N+:17](=[O:16])[O-:18])[cH:7]1. Starting materials: C1(=CC=C(C=C1)S(=O)(=O)OCC1CCC(CC1)(F)F)C (4,4-difluorocyclohexylmethyl p-toluenesulfonate), O.[Br-].[Li+] (lithium bromide monohydrate), O (water). Solvent: CC(=O)C (acetone). Yields the product BrCC1CCC(CC1)(F)F (4-bromomethyl-1,1-difluorocyclohexane). The yield is 72.4%. As a reaction SMILES: C1(C)C=CC(S(O[CH2:11][CH:12]2[CH2:17][CH2:16][C:15]([F:19])([F:18])[CH2:14][CH2:13]2)(=O)=O)=CC=1.O.[Br-:22].[Li+].O>CC(C)=O>[Br:22][CH2:11][CH:12]1[CH2:17][CH2:16][C:15]([F:19])([F:18])[CH2:14][CH2:13]1 |f:1.2.3|. Procedure details: In 15 ml of acetone, 1.5 g of 4,4-difluorocyclohexylmethyl p-toluenesulfonate was dissolved. Thereto 1.6 g of lithium bromide monohydrate was added and the mixture was heated under reflux for 8 hours. After the reaction mixture was cooled to room temperature, water was added and the mixture was extracted with t-butyl methyl ether. The organic layer was washed with aqueous saturated sodium chloride, dried over anhydrous magnesium sulfate, and then concentrated under reduced pressure. The residue ... The reactants are N(NC(=O)OC(C)(C)C)C(=O)OCCC=1SC(=CC1)CCC1=NC=C(C=C1)N1CCN(CC1)C(C)=O (2-(5-{2-[5-(4-acetylpiperazin-1-yl)pyridin-2-yl]ethyl}thiophen-2-yl)ethyl tert-butyl hydrazine-1,2-dicarboxylate), O1CCOCC1.Cl (hydrogen chloride dioxane), Cl (hydrochloride). Solvent: CC(C)O.C(C)O (2-propanol ethanol). Reaction SMILES: [NH:1]([C:10]([O:12][CH2:13][CH2:14][C:15]1[S:16][C:17]([CH2:20][CH2:21][C:22]2[CH:27]=[CH:26][C:25]([N:28]3[CH2:33][CH2:32][N:31]([C:34](=[O:36])[CH3:35])[CH2:30][CH2:29]3)=[CH:24][N:23]=2)=[CH:18][CH:19]=1)=[O:11])[NH:2]C(OC(C)(C)C)=O.O1CCOCC1.Cl.Cl>CC(O)C.C(O)C>[NH:1]([C:10]([O:12][CH2:13][CH2:14][C:15]1[S:16][C:17]([CH2:20][CH2:21][C:22]2[CH:27]=[CH:26][C:25]([N:28]3[CH2:29][CH2:30][N:31]([C:34](=[O:36])[CH3:35])[CH2:32][CH2:33]3)=[CH:24][N:23]=2)=[CH:18][CH:19]=1)=[O:11])[NH2:2] |f:1.2,4.5|. Product: N(N)C(=O)OCCC=1SC(=CC1)CCC1=NC=C(C=C1)N1CCN(CC1)C(C)=O (2-(5-{2-[5-(4-acetylpiperazin-1-yl)pyridin-2-yl]ethyl}thiophen-2-yl)ethyl hydrazinecarboxylate). Reported procedure: By a method similar to Production Example 108, step 8, 2-(5-{2-[5-(4-acetylpiperazin-1-yl)pyridin-2-yl]ethyl}thiophen-2-yl)ethyl tert-butyl hydrazine-1,2-dicarboxylate (corresponding to 0.974 mmol) was treated with 4M hydrogen chloride dioxane solution. The obtained hydrochloride was dissolved in 2-propanol-ethanol (9:1) mixture, and filtered through aminopropylated silica gel. The aminopropylated silica gel was washed with 2-propanol-dichloromethane (1:9), the filtrate and the washing solution ... Yield: 86.1%. Reactants: ClC1=CC=C(C=C1)C(=O)C(=O)C1=CC=C(C=C1)Cl (4,4'-dichlorobenzil), [N+](=[N-])=C (diazomethane), N(=O)CNC(=O)N (N-nitrosomethylurea), [OH-].[Na+] (sodium hydroxide). Solvent: O1CCOCC1 (dioxane), CCOCC (ether). Run at time 16 hour. Product: ClC1=CC=C(C(=O)C2(OC2)C2=CC=C(C=C2)Cl)C=C1 (2-(4-chlorobenzoyl)-2-(4-chlorophenyl)-oxirane). Reaction SMILES: [N+](=C)=[N-].N(CN[C:8](N)=[O:9])=O.[OH-].[Na+].[Cl:13][C:14]1[CH:19]=[CH:18][C:17]([C:20]([C:22]([C:24]2[CH:29]=[CH:28][C:27]([Cl:30])=[CH:26][CH:25]=2)=O)=[O:21])=[CH:16][CH:15]=1>CCOCC.O1CCOCC1>[Cl:13][C:14]1[CH:15]=[CH:16][C:17]([C:20]([C:22]2([C:24]3[CH:29]=[CH:28][C:27]([Cl:30])=[CH:26][CH:25]=3)[CH2:8][O:9]2)=[O:21])=[CH:18][CH:19]=1 |f:2.3|. Procedure details: With cooling and stirring, an ethereal diazomethane solution prepared by reaction of 5.34 g of N-nitrosomethylurea with aqueous sodium hydroxide solution in ether is added dropwise to a solution of 5 g of 4,4'-dichlorobenzil in 50 ml of dioxane. When the dropwise addition is complete, stirring is continued for 16 hours at room temperature, and the reaction solution is then concentrated by evaporation. The residual oil is crude 2-(4-chlorobenzoyl)-2-(4-chlorophenyl)oxirane which is purified by hi... The product is CC(C)(COC1OC(C(=O)O)C(O)C(O)C1O)c1cc(NC(=O)Nc2ccc(-c3cn4c(n3)sc3cc(OCCN5CCOCC5)ccc34)cc2)no1. The reactants are CS(C)=O, O=C(O)C1OC(F)C(O)C(O)C1O, [NH4+], [Na+], [Na+], [Na+], CC(C)(CO)c1cc(NC(=O)Nc2ccc(-c3cn4c(n3)sc3cc(OCCN5CCOCC5)ccc34)cc2)no1, O=P([O-])([O-])[O-]. Reaction SMILES: [CH3:56][S:57](=[O:58])[CH3:59].[F:43][CH:44]1[CH:45]([OH:46])[CH:47]([OH:48])[CH:49]([OH:50])[CH:51]([C:53](=[O:54])[OH:55])[O:52]1.[NH4+:42].[Na+:65].[Na+:66].[Na+:67].[OH:1][CH2:2][C:3]([CH3:4])([CH3:5])[c:6]1[cH:7][c:8]([NH:11][C:12](=[O:13])[NH:14][c:15]2[cH:16][cH:17][c:18](-[c:21]3[n:22][c:23]4[s:24][c:25]5[c:26]([n:27]4[cH:28]3)[cH:29][cH:30][c:31]([O:33][CH2:34][CH2:35][N:36]3[CH2:37][CH2:38][O:39][CH2:40][CH2:41]3)[cH:32]5)[cH:19][cH:20]2)[n:9][o:10]1.[P:60]([O-:61])([O-:62])([O-:63])=[O:64]>>[O:1]([CH2:2][C:3]([CH3:4])([CH3:5])[c:6]1[cH:7][c:8]([NH:11][C:12](=[O:13])[NH:14][c:15]2[cH:16][cH:17][c:18](-[c:21]3[n:22][c:23]4[s:24][c:25]5[c:26]([n:27]4[cH:28]3)[cH:29][cH:30][c:31]([O:33][CH2:34][CH2:35][N:36]3[CH2:37][CH2:38][O:39][CH2:40][CH2:41]3)[cH:32]5)[cH:19][cH:20]2)[n:9][o:10]1)[CH:44]1[CH:45]([OH:46])[CH:47]([OH:48])[CH:49]([OH:50])[CH:51]([C:53](=[O:54])[OH:55])[O:52]1. Reactants: CC(C)(C)OC(=O)c1ccc(Br)cn1, CC(=O)[O-], CC(=O)[O-], Cc1ccccc1, OB(O)C1CC1, C1CCC(P(C2CCCCC2)C2CCCCC2)CC1, [K+], [K+], [K+], O, O=P([O-])([O-])[O-], [Pd+2]. Yields the product CC(C)(C)OC(=O)c1ccc(C2CC2)cn1. RXN SMILES: [Br:34][c:35]1[cH:36][cH:37][c:38]([C:41](=[O:42])[O:43][C:44]([CH3:45])([CH3:46])[CH3:47])[n:39][cH:40]1.[C:56]([O-:57])(=[O:58])[CH3:59].[C:61]([O-:62])(=[O:63])[CH3:64].[CH3:48][c:49]1[cH:50][cH:51][cH:52][cH:53][cH:54]1.[CH:1]1([B:4]([OH:5])[OH:6])[CH2:2][CH2:3]1.[CH:7]1([P:8]([CH:9]2[CH2:10][CH2:11][CH2:12][CH2:13][CH2:14]2)[CH:15]2[CH2:16][CH2:17][CH2:18][CH2:19][CH2:20]2)[CH2:21][CH2:22][CH2:23][CH2:24][CH2:25]1.[K+:31].[K+:32].[K+:33].[OH2:55].[P:26]([O-:27])([O-:28])([O-:29])=[O:30].[Pd+2:60]>>[CH:1]1([c:35]2[cH:36][cH:37][c:38]([C:41](=[O:42])[O:43][C:44]([CH3:45])([CH3:46])[CH3:47])[n:39][cH:40]2)[CH2:2][CH2:3]1.